From a dataset of the Open Reaction Database (ORD), a public repository of structured organic reaction records. describe an organic reaction: reactants, conditions, products, and yield Starting materials: C[Si](O[C@H](C)[C@H]1C(N([C@@H]1SCC)C(C(=S)OCC1=CC=C(C=C1)[N+](=O)[O-])=C(C(C(C)(C)C)=O)OC1=CC=C(C=C1)C(=O)O[Si](C(C)(C)C)(C1=CC=CC=C1)C1=CC=CC=C1)=O)(C(C)(C)C)C (4-nitrobenzyl 2-(3(S)-[1(R)-[dimethyl-(2-methylprop-2-yl)silyl]oxyethyl]-4(R)-ethylthioazetidin-2-on-1-yl)-3-(4-{diphenyl[2-methylprop-2-yl]silyloxycarbonyl}phenoxy)-3-trimethylacetylthiopropenoate), Cl (hydrochloric acid). The solvent is O1CCCC1 (tetrahydrofuran). Run at time 24 hour. Yields the product C(=O)(O)C1=CC=C(OC(=C(C(=S)OCC2=CC=C(C=C2)[N+](=O)[O-])N2C([C@@H]([C@H]2SCC)[C@@H](C)O)=O)C(C(C)(C)C)=O)C=C1 (4-Nitrobenzyl 3-(4-carboxyphenoxy)-2-(4(R)-ethylthio-3(S)-[1(R)-hydroxyethyl]azetidin-2-on-1-yl)-3-trimethylacetylthiopropenoate). Isolated yield 32.1%. Reaction SMILES: C[Si](C)(C(C)(C)C)[O:3][C@@H:4]([C@@H:6]1[C@@H:9]([S:10][CH2:11][CH3:12])[N:8]([C:13](=[C:27]([O:34][C:35]2[CH:40]=[CH:39][C:38]([C:41]([O:43][Si](C3C=CC=CC=3)(C3C=CC=CC=3)C(C)(C)C)=[O:42])=[CH:37][CH:36]=2)[C:28](=[O:33])[C:29]([CH3:32])([CH3:31])[CH3:30])[C:14]([O:16][CH2:17][C:18]2[CH:23]=[CH:22][C:21]([N+:24]([O-:26])=[O:25])=[CH:20][CH:19]=2)=[S:15])[C:7]1=[O:61])[CH3:5].Cl>O1CCCC1>[C:41]([C:38]1[CH:37]=[CH:36][C:35]([O:34][C:27]([C:28](=[O:33])[C:29]([CH3:31])([CH3:30])[CH3:32])=[C:13]([N:8]2[C@H:9]([S:10][CH2:11][CH3:12])[C@@H:6]([C@H:4]([OH:3])[CH3:5])[C:7]2=[O:61])[C:14]([O:16][CH2:17][C:18]2[CH:19]=[CH:20][C:21]([N+:24]([O-:26])=[O:25])=[CH:22][CH:23]=2)=[S:15])=[CH:40][CH:39]=1)([OH:43])=[O:42]. Procedure details: A mixture of 50 g of 4-nitrobenzyl 2-(3(S)-[1(R)-[dimethyl-(2-methylprop-2-yl)silyl]oxyethyl]-4(R)-ethylthioazetidin-2-on-1-yl)-3-(4-{diphenyl[2-methylprop-2-yl]silyloxycarbonyl}phenoxy)-3-trimethylacetylthiopropenoate, 500 ml of tetrahydrofuran and 100 ml of 5.5M hydrochloric acid was stirred at room temperature for 24 hours, and then partitioned between diethyl ether and water. The organic layer was washed with water, and with brine, was dried over anhydrous magnesium sulphate, and evaporated ... Reactants: C1CCOC1, [Li]CCCC, CC(C)[N-]C(C)C, COC(=O)C1CCN(C(=O)OC(C)(C)C)CC1, CC(C)N, CN(C)P(=O)(N(C)C)N(C)C, [Cl-], ClCc1ccc(Cl)cc1, [Li+], [NH4+]. The product is COC(=O)C1(Cc2ccc(Cl)cc2)CCN(C(=O)OC(C)(C)C)CC1. As a reaction SMILES: [CH2:46]1[O:47][CH2:48][CH2:49][CH2:50]1.[CH2:5]([Li:6])[CH2:7][CH2:8][CH3:9].[CH3:11][CH:12]([N-:13][CH:14]([CH3:15])[CH3:16])[CH3:17].[CH3:18][O:19][C:20](=[O:21])[CH:22]1[CH2:23][CH2:24][N:25]([C:28](=[O:29])[O:30][C:31]([CH3:32])([CH3:33])[CH3:34])[CH2:26][CH2:27]1.[CH3:1][CH:2]([NH2:3])[CH3:4].[CH3:51][N:52]([CH3:53])[P:54]([N:55]([CH3:56])[CH3:57])([N:58]([CH3:59])[CH3:60])=[O:61].[Cl-:44].[Cl:35][c:36]1[cH:37][cH:38][c:39]([CH2:40][Cl:41])[cH:42][cH:43]1.[Li+:10].[NH4+:45]>>[CH3:18][O:19][C:20](=[O:21])[C:22]1([CH2:40][c:39]2[cH:38][cH:37][c:36]([Cl:35])[cH:43][cH:42]2)[CH2:23][CH2:24][N:25]([C:28](=[O:29])[O:30][C:31]([CH3:32])([CH3:33])[CH3:34])[CH2:26][CH2:27]1.